Task: describe an organic reaction: reactants, conditions, products, and yield. Dataset: the Open Reaction Database (ORD), a public repository of structured organic reaction records Reactants: C1CCOC1, CCOC(=O)c1ccc(-c2ccccc2)nc1, CO, [Li+], [OH-], O. Yields the product O=C(O)c1ccc(-c2ccccc2)nc1. As a reaction SMILES: [CH2:20]1[O:21][CH2:22][CH2:23][CH2:24]1.[CH2:3]([CH3:4])[O:5][C:6]([c:7]1[cH:8][n:9][c:10](-[c:13]2[cH:14][cH:15][cH:16][cH:17][cH:18]2)[cH:11][cH:12]1)=[O:19].[CH3:25][OH:26].[Li+:2].[OH-:1].[OH2:27]>>[O:5]=[C:6]([c:7]1[cH:8][n:9][c:10](-[c:13]2[cH:14][cH:15][cH:16][cH:17][cH:18]2)[cH:11][cH:12]1)[OH:19]. Reactants: C1=2C(=O)OC(NC1=CC=CC2)=O (Isatoic anhydride), NCCCO (3-aminopropanol), O1CCCC1 (tetrahydrofuran). Conditions: time 4 hour. Product: OCCCCN(C=O)C1=C(C=CC=C1)N (N-(4-hydroxybutyl)(2-aminophenyl)formamide). The yield is 82.0%. RXN SMILES: [C:1]12[C:7](=[CH:8][CH:9]=[CH:10][CH:11]=1)[NH:6][C:5](=[O:12])OC2=O.[NH2:13]CCCO.[O:18]1[CH2:22][CH2:21][CH2:20][CH2:19]1>>[OH:18][CH2:19][CH2:20][CH2:21][CH2:22][N:6]([C:7]1[CH:8]=[CH:9][CH:10]=[CH:11][C:1]=1[NH2:13])[CH:5]=[O:12]. Procedure: Isatoic anhydride (4.5 g), 3-aminopropanol (2.66 ml) were added to tetrahydrofuran (70 ml), and the mixture was stirred at room temperature for 4 hours. Tetrahydrofuran was removed and the residue was purified by silica gel column chromatography (ethyl acetate) to obtain 4.7 g of N-(4-hydroxybutyl)(2-aminophenyl)formamide. Yield: 82%. Starting materials: COC(C(C#N)=NO)(C)C (3-methoxy-3-methyl-2-oximinobutyronitrile), C([O-])([O-])=O.[K+].[K+] (potassium carbonate), ClCC=1N=C(OC1)C1=CC=C(C=C1)F (4-chloromethyl-2-(4-fluorophenyl)-oxazole), CC(=O)C.CN(C=O)C (acetone dimethylformamide), crude product. The solvent is C1CCCCC1.C(C)(C)(C)OC (cyclohexane methyl tert-butyl ether). Run at temperature 45 celsius, time 1 hour. Yields the product COC(C(C#N)=NOCC=1N=C(OC1)C1=CC=C(C=C1)F)(C)C (3-Methoxy-3-methyl-2-[[[2-(4-fluorophenyl)oxazol-4-yl]methoxy]imino]-butyronitrile). RXN SMILES: [CH3:1][O:2][C:3]([CH3:10])([CH3:9])[C:4](=[N:7][OH:8])[C:5]#[N:6].C(=O)([O-])[O-].[K+].[K+].Cl[CH2:18][C:19]1[N:20]=[C:21]([C:24]2[CH:29]=[CH:28][C:27]([F:30])=[CH:26][CH:25]=2)[O:22][CH:23]=1.CC(C)=O.CN(C)C=O>C1CCCCC1.C(OC)(C)(C)C>[CH3:1][O:2][C:3]([CH3:10])([CH3:9])[C:4](=[N:7][O:8][CH2:18][C:19]1[N:20]=[C:21]([C:24]2[CH:29]=[CH:28][C:27]([F:30])=[CH:26][CH:25]=2)[O:22][CH:23]=1)[C:5]#[N:6] |f:1.2.3,5.6,7.8|. Procedure details: 2.55 g (18 mmol) of 3-methoxy-3-methyl-2-oximinobutyronitrile, 3.72 g of potassium carbonate and 3.8 g (18 mmol) of 4-chloromethyl-2-(4-fluorophenyl)-oxazole in 36 ml of dry 2:1 acetone/dimethylformamide are stirred for 1 hour at 45° C. and then for 12 hours at room temperature. Working up by a method similar to that stated in Example 1 and chromatographing of the crude product over silica gel using 5:1 cyclohexane/methyl tert-butyl ether give 5.4 g (95% of theory) of the title compound as a cry... Run at temperature 80 celsius. Reaction SMILES: [Br:1][C:2]1[CH:7]=[C:6]([C:8]([F:11])([F:10])[F:9])[CH:5]=[CH:4][C:3]=1[CH2:12]Br.[Cl:14][C:15]1[CH:20]=[C:19]([NH2:21])[CH:18]=[CH:17][C:16]=1[C:22]1[CH:27]=[CH:26][C:25]([C:28]([F:31])([F:30])[F:29])=[CH:24][C:23]=1[CH3:32].C([O-])([O-])=O.[K+].[K+]>CN(C=O)C.CCOC(C)=O>[Br:1][C:2]1[CH:7]=[C:6]([C:8]([F:11])([F:10])[F:9])[CH:5]=[CH:4][C:3]=1[CH2:12][NH:21][C:19]1[CH:18]=[CH:17][C:16]([C:22]2[CH:27]=[CH:26][C:25]([C:28]([F:29])([F:30])[F:31])=[CH:24][C:23]=2[CH3:32])=[C:15]([Cl:14])[CH:20]=1 |f:2.3.4|. The product is BrC1=C(CNC2=CC(=C(C=C2)C2=C(C=C(C=C2)C(F)(F)F)C)Cl)C=CC(=C1)C(F)(F)F (N-(2-bromo-4-(trifluoromethyl)benzyl)-2-chloro-2′-methyl-4′-(trifluoromethyl)-[1,1′-biphenyl]-4-amine). Reactants: BrC1=C(C=CC(=C1)C(F)(F)F)CBr (2-Bromo-1-(bromomethyl)-4-(trifluoromethyl)benzene), C(=O)([O-])[O-].[K+].[K+] (K2CO3), Example 34, ClC1=C(C=CC(=C1)N)C1=C(C=C(C=C1)C(F)(F)F)C (2-chloro-2′-methyl-4′-(trifluoromethyl)-[1,1′-biphenyl]-4-amine). Procedure: 2-Bromo-1-(bromomethyl)-4-(trifluoromethyl)benzene, prepared as described in Example 34 (2.5 g, 7.9 mmol), 2-chloro-2′-methyl-4′-(trifluoromethyl)-[1,1′-biphenyl]-4-amine (2.5 g, 8.7 mmol), and K2CO3 (1.6 g, 11.8 mmol) were diluted with DMF (20 mL) and heated to 80° C. After 3 h the resulting mixture was diluted with EtOAc, washed with water and brine, dried (Na2SO4), and dry packed onto silica gel. Column chromatography yielded the title compound. The solvent is CN(C)C=O (DMF), CCOC(=O)C (EtOAc). The reactants are CC(C)(C)OC(=O)N(Cc1cc2c(cn1)OCCO2)C1CCN(CCn2c(=O)ccc3ncc(Br)cc32)CC1, CCCC[Sn](CCCC)(CCCC)c1ncco1, C1COCCO1. The product is CC(C)(C)OC(=O)N(Cc1cc2c(cn1)OCCO2)C1CCN(CCn2c(=O)ccc3ncc(-c4ncco4)cc32)CC1. RXN SMILES: [Br:1][c:2]1[cH:3][n:4][c:5]2[cH:6][cH:7][c:8](=[O:39])[n:9]([CH2:12][CH2:13][N:14]3[CH2:15][CH2:16][CH:17]([N:20]([C:21]([O:22][C:23]([CH3:24])([CH3:25])[CH3:26])=[O:27])[CH2:28][c:29]4[cH:30][c:31]5[c:32]([cH:33][n:34]4)[O:35][CH2:36][CH2:37][O:38]5)[CH2:18][CH2:19]3)[c:10]2[cH:11]1.[CH2:40]([Sn:41]([CH2:42][CH2:43][CH2:44][CH3:50])([c:45]1[o:46][cH:47][cH:48][n:49]1)[CH2:51][CH2:52][CH2:53][CH3:54])[CH2:55][CH2:56][CH3:57].[O:58]1[CH2:59][CH2:60][O:61][CH2:62][CH2:63]1>>[c:2]1(-[c:45]2[o:46][cH:47][cH:48][n:49]2)[cH:3][n:4][c:5]2[cH:6][cH:7][c:8](=[O:39])[n:9]([CH2:12][CH2:13][N:14]3[CH2:15][CH2:16][CH:17]([N:20]([C:21]([O:22][C:23]([CH3:24])([CH3:25])[CH3:26])=[O:27])[CH2:28][c:29]4[cH:30][c:31]5[c:32]([cH:33][n:34]4)[O:35][CH2:36][CH2:37][O:38]5)[CH2:18][CH2:19]3)[c:10]2[cH:11]1. Reactants: O1CCOC12CCC(CC2)O (1,4-Dioxaspiro[4.5]decan-8-ol), ClC1=NC(=CC(=C1)C(C)(C)O)C(F)(F)F (2-[2-chloro-6-(trifluoromethyl)pyridin-4-yl]propan-2-ol), mixture, [H-].[Na+] (sodium hydride). Run in O1CCCC1 (tetrahydrofuran). Run at temperature 0 celsius, time 60 hour. Yields the product O1CCOC12CCC(CC2)OC2=NC(=CC(=C2)C(C)(C)O)C(F)(F)F (2-[2-(1,4-dioxaspiro[4.5]dec-8-yloxy)-6-(trifluoromethyl)pyridin-4-yl]propan-2-ol). RXN SMILES: [O:1]1[C:5]2([CH2:10][CH2:9][CH:8]([OH:11])[CH2:7][CH2:6]2)[O:4][CH2:3][CH2:2]1.Cl[C:13]1[CH:18]=[C:17]([C:19]([OH:22])([CH3:21])[CH3:20])[CH:16]=[C:15]([C:23]([F:26])([F:25])[F:24])[N:14]=1.[H-].[Na+]>O1CCCC1>[O:1]1[C:5]2([CH2:10][CH2:9][CH:8]([O:11][C:13]3[CH:18]=[C:17]([C:19]([OH:22])([CH3:21])[CH3:20])[CH:16]=[C:15]([C:23]([F:24])([F:26])[F:25])[N:14]=3)[CH2:7][CH2:6]2)[O:4][CH2:3][CH2:2]1 |f:2.3|. Reported procedure: 1,4-Dioxaspiro[4.5]decan-8-ol (0.25 g, 1.58 mmol) and 2-[2-chloro-6-(trifluoromethyl)pyridin-4-yl]propan-2-ol (0.2 g, 0.835 mmol) were dissolved in tetrahydrofuran (2 mL) and cooled to 0° C. and a 60% mixture of sodium hydride (70.0 mg, 1.75 mmol) in mineral oil was added and the reaction was stirred for 30 minutes at 0° C. and at 25° C. for 60 hours at which time TLC analysis indicated the presence of some product. The reaction was quenched with water, and was extracted with ethyl acetate and t... Procedure: To a solution of 1.53 g (5.0 mmol) of 3-[4-(imidazo[1,2-a]pyridin-8-yloxy)butyl]thiazolidine-2,4-dione and 0.53 ml (5.0 mmol) of 1-pentanal in 20 ml of ethanol, 0.05 ml (0.5 mmol) of piperidine was added, followed by refluxing for 3 hours. After the reaction mixture was cooled, the solvent was distilled off. The residue was dissolved in dichloromethane, washed with purified water and dried, after which the solvent was distilled off. The residue was purified by column chromatography (eluent, n-he... Run in C(C)O (ethanol). As a reaction SMILES: [N:1]1[CH:2]=[CH:3][N:4]2[CH:9]=[CH:8][CH:7]=[C:6]([O:10][CH2:11][CH2:12][CH2:13][CH2:14][N:15]3[C:19](=[O:20])[CH2:18][S:17][C:16]3=[O:21])[C:5]=12.[CH:22](=O)[CH2:23][CH2:24][CH2:25][CH3:26].N1CCCCC1>C(O)C>[CH:22](=[C:18]1[S:17][C:16](=[O:21])[N:15]([CH2:14][CH2:13][CH2:12][CH2:11][O:10][C:6]2[C:5]3[N:4]([CH:3]=[CH:2][N:1]=3)[CH:9]=[CH:8][CH:7]=2)[C:19]1=[O:20])[CH2:23][CH2:24][CH2:25][CH3:26]. Yields the product C(CCCC)=C1C(N(C(S1)=O)CCCCOC=1C=2N(C=CC1)C=CN2)=O (5-pentylidene-3-[4-(imidazo[1,2-a]pyridin-8-yloxy)butyl]thiazolidine-2,4-dione). The reactants are N=1C=CN2C1C(=CC=C2)OCCCCN2C(SCC2=O)=O (3-[4-(imidazo[1,2-a]pyridin-8-yloxy)butyl]thiazolidine-2,4-dione), C(CCCC)=O (1-pentanal), N1CCCCC1 (piperidine). The reactants are C1(=CC=CC=C1)P(C1=CC=CC=C1)C1=CC=CC=C1 (triphenylphosphine), CC(C)OC(=O)/N=N/C(=O)OC(C)C (diisopropylazodicarboxylate), CC1=CC(=C2C(=N1)N=C(N2)CC)C (5,7-dimethyl-2-ethylimidazo[4,5-b]pyridine), ClC1=C(OC(C(=O)OC)C2=CC=CC=C2)C(=CC(=C1)CO)CC=C (methyl 2-(2-chloro-4-hydroxymethyl-6-(prop-2-en-1-yl)phenoxy)-2-phenylacetate). Solvent: C1CCOC1 (THF), C1CCOC1 (THF). Conditions: time 1 hour. Yields the product C(=O)(OC)C(OC1=C(C=C(C=C1CC=C)CN1C(=NC=2C1=NC(=CC2C)C)CC)Cl)C2=CC=CC=C2 (3-[4-(1-carbomethoxy-1-phenylmethoxy)-3-chloro -5-(prop-2-ene-1-yl)phenylmethyl]-5,7-dimethyl-2-ethyl -3H-imidazo-[4,5-b]pyridine). The yield is 50.8%. Reaction SMILES: C1(P(C2C=CC=CC=2)C2C=CC=CC=2)C=CC=CC=1.CC(OC(/N=N/C(OC(C)C)=O)=O)C.[CH3:34][C:35]1[N:40]=[C:39]2[N:41]=[C:42]([CH2:44][CH3:45])[NH:43][C:38]2=[C:37]([CH3:46])[CH:36]=1.[Cl:47][C:48]1[CH:65]=[C:64]([CH2:66]O)[CH:63]=[C:62]([CH2:68][CH:69]=[CH2:70])[C:49]=1[O:50][CH:51]([C:56]1[CH:61]=[CH:60][CH:59]=[CH:58][CH:57]=1)[C:52]([O:54][CH3:55])=[O:53]>C1COCC1>[C:52]([CH:51]([C:56]1[CH:57]=[CH:58][CH:59]=[CH:60][CH:61]=1)[O:50][C:49]1[C:62]([CH2:68][CH:69]=[CH2:70])=[CH:63][C:64]([CH2:66][N:41]2[C:39]3=[N:40][C:35]([CH3:34])=[CH:36][C:37]([CH3:46])=[C:38]3[N:43]=[C:42]2[CH2:44][CH3:45])=[CH:65][C:48]=1[Cl:47])([O:54][CH3:55])=[O:53]. Procedure: To a magnetically stirred solution of 0.541 g (2.06 mmol) of triphenylphosphine in 4 mL anhydrous THF was added 406 μL (2.06 mmol) of diisopropylazodicarboxylate at -20° C. The reaction mixture was stirred for 1 hour, followed by addition of a solution of 0.301 g (1.72 mmol) of 5,7-dimethyl-2-ethylimidazo[4,5-b]pyridine and 0.596 g (1.72 mmol) of the product of Step C in 6 mL THF. The reaction mixture was stirred 20 min at -20° C., then warmed to room temperature and stirred an additional 1 hour... The reactants are C1(=CC=C(C=C1)S(=O)(=O)OC(CCCC(C)(C)OCC)C)C (5-ethoxy-1,5-dimethylhexyl p-toluenesulfonate), OC1=CC2=C(CCO2)C=C1 (6-hydroxy-2,3-dihydrobenzofuran). The product is C(C)OC(CCCC(C)OC1=CC2=C(CCO2)C=C1)(C)C (6-[(5-ethoxy-1,5-dimethylhexyl)-oxy]-2,3-dihydrobenzofuran). RXN SMILES: C1(C)C=CC(S(O[CH:11]([CH3:21])[CH2:12][CH2:13][CH2:14][C:15]([O:18][CH2:19][CH3:20])([CH3:17])[CH3:16])(=O)=O)=CC=1.[OH:23][C:24]1[CH:32]=[CH:31][C:27]2[CH2:28][CH2:29][O:30][C:26]=2[CH:25]=1>>[CH2:19]([O:18][C:15]([CH3:16])([CH3:17])[CH2:14][CH2:13][CH2:12][CH:11]([O:23][C:24]1[CH:32]=[CH:31][C:27]2[CH2:28][CH2:29][O:30][C:26]=2[CH:25]=1)[CH3:21])[CH3:20]. Procedure: 5-ethoxy-1,5-dimethylhexyl p-toluenesulfonate and 6-hydroxy-2,3-dihydrobenzofuran are reacted to produce 6-[(5-ethoxy-1,5-dimethylhexyl)-oxy]-2,3-dihydrobenzofuran of boiling point (bulb-tube) 127° C./0.02 mmHg; nD24 = 1.5023.